Dataset: the Open Reaction Database (ORD), a public repository of structured organic reaction records. Task: describe an organic reaction: reactants, conditions, products, and yield Reactants: NC1=CC=CC=C1 (aniline), O1C(=CC=C1)C=O (2-furaldehyde). Yields the product O1C(=CC=C1)CNC1=CC=CC=C1 (N-(2-Furanylmethyl)-N-phenylamine), oil. The yield is 99.0%. Reaction SMILES: [NH2:1][C:2]1[CH:7]=[CH:6][CH:5]=[CH:4][CH:3]=1.[O:8]1[CH:12]=[CH:11][CH:10]=[C:9]1[CH:13]=O>>[O:8]1[CH:12]=[CH:11][CH:10]=[C:9]1[CH2:13][NH:1][C:2]1[CH:7]=[CH:6][CH:5]=[CH:4][CH:3]=1. Procedure details: The title compound was prepared from aniline and 2-furaldehyde by the same procedure as described in Example 32, part A. The product was obtained as an oil (3.43 g, 99%). Starting materials: BrB(Br)Br, ClCCl, [Cl-], [NH4+], COCC(C)Oc1cc(Oc2ccc(S(C)(=O)=O)nc2)cc(-c2ccc(C3=NCCO3)[nH]2)c1. Product: CC(CO)Oc1cc(Oc2ccc(S(C)(=O)=O)nc2)cc(-c2ccc(C3=NCCO3)[nH]2)c1. As a reaction SMILES: [B:34]([Br:35])([Br:36])[Br:37].[CH2:40]([Cl:41])[Cl:42].[Cl-:38].[NH4+:39].[O:1]1[C:2]([c:6]2[cH:7][cH:8][c:9](-[c:11]3[cH:12][c:13]([O:14][c:15]4[cH:16][cH:17][c:18]([S:21](=[O:22])(=[O:23])[CH3:24])[n:19][cH:20]4)[cH:25][c:26]([O:28][CH:29]([CH2:30][O:31][CH3:32])[CH3:33])[cH:27]3)[nH:10]2)=[N:3][CH2:4][CH2:5]1>>[O:1]1[C:2]([c:6]2[cH:7][cH:8][c:9](-[c:11]3[cH:12][c:13]([O:14][c:15]4[cH:16][cH:17][c:18]([S:21](=[O:22])(=[O:23])[CH3:24])[n:19][cH:20]4)[cH:25][c:26]([O:28][CH:29]([CH2:30][OH:31])[CH3:33])[cH:27]3)[nH:10]2)=[N:3][CH2:4][CH2:5]1.